describe an organic reaction: reactants, conditions, products, and yield From a dataset of the Open Reaction Database (ORD), a public repository of structured organic reaction records. Product: Cl, Nc1ccccc1NC(=O)c1ccc(-c2ccncc2)cc1. Reaction SMILES: [C:1]([O:2][C:3](=[O:4])[NH:8][c:9]1[c:10]([NH:15][C:16]([c:17]2[cH:18][cH:19][c:20](-[c:23]3[cH:24][cH:25][n:26][cH:27][cH:28]3)[cH:21][cH:22]2)=[O:29])[cH:11][cH:12][cH:13][cH:14]1)([CH3:5])([CH3:6])[CH3:7].[ClH:30].[O:31]1[CH2:32][CH2:33][O:34][CH2:35][CH2:36]1>>[ClH:30].[NH2:8][c:9]1[c:10]([NH:15][C:16]([c:17]2[cH:18][cH:19][c:20](-[c:23]3[cH:24][cH:25][n:26][cH:27][cH:28]3)[cH:21][cH:22]2)=[O:29])[cH:11][cH:12][cH:13][cH:14]1. The reactants are CC(C)(C)OC(=O)Nc1ccccc1NC(=O)c1ccc(-c2ccncc2)cc1, Cl, C1COCCO1. The reactants are CC(O)c1ccc(-c2ccc(OCc3ccccc3)cc2)cc1, CC(=O)Cl, Cl, c1ccncc1. Product: CC(=O)OC(C)c1ccc(-c2ccc(OCc3ccccc3)cc2)cc1. As a reaction SMILES: [CH2:1]([c:2]1[cH:3][cH:4][cH:5][cH:6][cH:7]1)[O:8][c:9]1[cH:10][cH:11][c:12](-[c:15]2[cH:16][cH:17][c:18]([CH:21]([CH3:22])[OH:23])[cH:19][cH:20]2)[cH:13][cH:14]1.[CH3:24][C:25]([Cl:26])=[O:27].[ClH:28].[cH:29]1[cH:30][cH:31][n:32][cH:33][cH:34]1>>[CH2:1]([c:2]1[cH:3][cH:4][cH:5][cH:6][cH:7]1)[O:8][c:9]1[cH:10][cH:11][c:12](-[c:15]2[cH:16][cH:17][c:18]([CH:21]([CH3:22])[O:23][C:25]([CH3:24])=[O:27])[cH:19][cH:20]2)[cH:13][cH:14]1. Reactants: ClC=1C=C(C=CC1)CCC=1C(=NC=CC1)C(=O)NC(C)(C)C (3-[2-(3-chlorophenyl)ethyl]-N-(1,1-dimethylethyl)-2-pyridine carboxamide), S(O)(O)(=O)=O (sulfuric acid), O (water), ice, S(O)(O)(=O)=O (sulfuric acid), [OH-].[Na+] (sodium hydroxide), ice. The solvent is CCCCCC (hexane), C(C)(=O)OCC (ethyl acetate). Reaction conditions: temperature 35 celsius, time 1 hour. Product: ClC=1C=C(C=CC1)CCC=1C(=NC=CC1)C(=O)O (3-[2-(3-chlorophenyl)ethyl]picolinic acid). As a reaction SMILES: [Cl:1][C:2]1[CH:3]=[C:4]([CH2:8][CH2:9][C:10]2[C:11]([C:16](NC(C)(C)C)=[O:17])=[N:12][CH:13]=[CH:14][CH:15]=2)[CH:5]=[CH:6][CH:7]=1.S(=O)(=O)(O)[OH:24].O.[OH-].[Na+]>CCCCCC.C(OCC)(=O)C>[Cl:1][C:2]1[CH:3]=[C:4]([CH2:8][CH2:9][C:10]2[C:11]([C:16]([OH:17])=[O:24])=[N:12][CH:13]=[CH:14][CH:15]=2)[CH:5]=[CH:6][CH:7]=1 |f:3.4|. Reported procedure: 3-[2-(3-chlorophenyl)ethyl]-N-(1,1-dimethylethyl)-2-pyridine carboxamide (1.0 mole, 317g), sulfuric acid (325 mL) and water (300 mL) are refluxed at about 130° C. for aporoximately 2 hours. Completeness of the reaction is determined by thin layer chromatography. The reaction mixture is cooled to about 35° C. and added to ice (2 kg). The mixture is then brought to about pH 11 with 50% sodium hydroxide. Additional ice (1 kg) is added, followed by ethyl acetate (1 liter) and hexane (525 mL). The mi... Starting materials: Cl.N(C1=CC=CC=C1)C1=CC(=NC2=CC=C3C(=C12)NC=N3)C (9-Anilino-7-methyl-1H-imidazo[4,5-f]quinoline Hydrochloride), C (charcoal), ClC=1C=C(N)C=CC1C (3-chloro-4-methylaniline), C(C)O (ethanol). The solvent is CO (methanol). Reaction conditions: time 8 hour. Product: Cl.ClC=1C=C(NC2=CC(=NC3=CC=C4C(=C23)NC=N4)C)C=CC1C (9-(3Chloro-4-methylanilino)-7-methyl-1H-imidazo[4,5-f]quinoline Hydrochloride). As a reaction SMILES: Cl.N([C:9]1[C:18]2[C:13](=[CH:14][CH:15]=[C:16]3[N:21]=[CH:20][NH:19][C:17]3=2)[N:12]=[C:11]([CH3:22])[CH:10]=1)C1C=CC=CC=1.[Cl:23][C:24]1[CH:25]=[C:26]([CH:28]=[CH:29][C:30]=1[CH3:31])[NH2:27].C(O)C.C>CO>[ClH:23].[Cl:23][C:24]1[CH:25]=[C:26]([CH:28]=[CH:29][C:30]=1[CH3:31])[NH:27][C:9]1[C:18]2[C:13](=[CH:14][CH:15]=[C:16]3[N:21]=[CH:20][NH:19][C:17]3=2)[N:12]=[C:11]([CH3:22])[CH:10]=1 |f:0.1,6.7|. Reported procedure: A 500 ml., 3-neck, r.b. flask fitted with stirrer, condenser, and thermometer was charged with a mixture of the compound of Example I, C. (21.7 g., 0.1 mole), 3-chloro-4-methylaniline (14.2 g., 0.1 mole) and ethanol (300 ml.). The mixture was heated at reflux, while stirring, overnight. The near solution was concentrated to dryness by rotary evaporator and the residue was collected and dried to yield 35 g. (97.5%), m.p. 352°-364°C (dec). A 10 g. sample was dissolved in methanol (200 ml.), treate... Reactants: C(=NC1CCCCC1)=NC1CCCCC1, Cc1cc(-c2cc(CC(=O)O)ccn2)ccn1, CN(C)c1ccncc1, CN(C)C=O, Nc1ccc(-c2cnccn2)cn1. Yields the product Cc1cc(-c2cc(CC(=O)Nc3ccc(-c4cnccn4)cn3)ccn2)ccn1. As a reaction SMILES: [CH2:31]1[CH2:32][CH2:33][CH:34]([N:35]=[C:36]=[N:37][CH:38]2[CH2:39][CH2:40][CH2:41][CH2:42][CH2:43]2)[CH2:44][CH2:45]1.[CH3:1][c:2]1[n:3][cH:4][cH:5][c:6](-[c:8]2[n:9][cH:10][cH:11][c:12]([CH2:14][C:15](=[O:16])[OH:17])[cH:13]2)[cH:7]1.[CH3:46][N:47]([CH3:48])[c:49]1[cH:50][cH:51][n:52][cH:53][cH:54]1.[O:55]=[CH:56][N:57]([CH3:58])[CH3:59].[n:18]1[c:19](-[c:24]2[cH:25][cH:26][c:27]([NH2:30])[n:28][cH:29]2)[cH:20][n:21][cH:22][cH:23]1>>[CH3:1][c:2]1[n:3][cH:4][cH:5][c:6](-[c:8]2[n:9][cH:10][cH:11][c:12]([CH2:14][C:15](=[O:17])[NH:30][c:27]3[cH:26][cH:25][c:24](-[c:19]4[n:18][cH:23][cH:22][n:21][cH:20]4)[cH:29][n:28]3)[cH:13]2)[cH:7]1. Starting materials: ClC=1N=NC=C2C1N(C(=C2[N+](=O)[O-])C)CC(C)C (7-chloro-1-isobutyl-2-methyl-3-nitropyrrolo[2,3-d]pyridazine), ice water, C(C1=CC=CC=C1)O (benzyl alcohol), CC(C)([O-])C.[K+] (potassium tert-butoxide). Run in CN1C(CCC1)=O (N-methylpyrrolidone), CN1C(CCC1)=O (N-methylpyrrolidone). Conditions: time 1 hour. Yields the product C(C1=CC=CC=C1)OC=1N=NC=C2C1N(C(=C2[N+](=O)[O-])C)CC(C)C (7-Benzyloxy-1-isobutyl-2-methyl-3-nitropyrrolo[2,3-d]pyridazine). RXN SMILES: [CH2:1]([OH:8])[C:2]1[CH:7]=[CH:6][CH:5]=[CH:4][CH:3]=1.CC(C)([O-])C.[K+].Cl[C:16]1[N:17]=[N:18][CH:19]=[C:20]2[C:24]([N+:25]([O-:27])=[O:26])=[C:23]([CH3:28])[N:22]([CH2:29][CH:30]([CH3:32])[CH3:31])[C:21]=12>CN1CCCC1=O>[CH2:1]([O:8][C:16]1[N:17]=[N:18][CH:19]=[C:20]2[C:24]([N+:25]([O-:27])=[O:26])=[C:23]([CH3:28])[N:22]([CH2:29][CH:30]([CH3:32])[CH3:31])[C:21]=12)[C:2]1[CH:7]=[CH:6][CH:5]=[CH:4][CH:3]=1 |f:1.2|. Reported procedure: 18.3 ml (177 mmol) of benzyl alcohol are added dropwise at room temperature to a solution of 33.0 g (295 mmol) of potassium tert-butoxide and 1.5 g (5.9 mmol) of [18]crown-6 in 180 ml of anhydrous N-methylpyrrolidone. The mixture is subsequently stirred at room temperature for a further 1 h. A solution of 15.9 g (59 mmol) of 7-chloro-1-isobutyl-2-methyl-3-nitropyrrolo[2,3-d]pyridazine in 50 ml of anhydrous N-methylpyrrolidone is then added dropwise in the course of 15 min. The suspension is then... Reported procedure: A mixture of 3 parts of 1-(4-nitrophenyl)-2,4(1H,3H)-pyrimidinedione, 1,4 parts of potassium hydroxide and 67.5 parts of N,N-dimethylacetamide was stirred for 1 hour at room temperature under nitrogen atmosphere. 1.52 Parts of bromoethane were added and stirring was continued overnight at room temperature. The reaction mixture was poured into 100 parts of ice water. The product was filtered off and stirred in methanol. The product was filtered off and dried in vacuo at 60° C., yielding 2.4 parts... The reactants are ice water, [N+](=O)([O-])C1=CC=C(C=C1)N1C(NC(C=C1)=O)=O (1-(4-nitrophenyl)-2,4(1H,3H)-pyrimidinedione), [OH-].[K+] (potassium hydroxide), BrCC (bromoethane). Reaction SMILES: [N+:1]([C:4]1[CH:9]=[CH:8][C:7]([N:10]2[CH:15]=[CH:14][C:13](=[O:16])[NH:12][C:11]2=[O:17])=[CH:6][CH:5]=1)([O-:3])=[O:2].[OH-].[K+].Br[CH2:21][CH3:22]>CN(C)C(=O)C>[CH2:21]([N:12]1[C:13](=[O:16])[CH:14]=[CH:15][N:10]([C:7]2[CH:6]=[CH:5][C:4]([N+:1]([O-:3])=[O:2])=[CH:9][CH:8]=2)[C:11]1=[O:17])[CH3:22] |f:1.2|. The yield is 65.6%. The product is C(C)N1C(N(C=CC1=O)C1=CC=C(C=C1)[N+](=O)[O-])=O (3-ethyl-1-(4-nitro-phenyl)-2,4(1H,3H)-pyrimidinedione). Solvent: CN(C(C)=O)C (N,N-dimethylacetamide). Reaction conditions: time 1 hour.